This data is from the Open Reaction Database (ORD), a public repository of structured organic reaction records. The task is: describe an organic reaction: reactants, conditions, products, and yield Yields the product c1ccc(N2CCC3CNCC32)cc1. The reactants are Cl, CCOC(=O)N1CC2CCN(c3ccccc3)C2C1. RXN SMILES: [ClH:20].[c:1]1([N:7]2[CH:8]3[CH2:9][N:10]([C:15]([O:16][CH2:17][CH3:18])=[O:19])[CH2:11][CH:12]3[CH2:13][CH2:14]2)[cH:2][cH:3][cH:4][cH:5][cH:6]1>>[c:1]1([N:7]2[CH:8]3[CH2:9][NH:10][CH2:11][CH:12]3[CH2:13][CH2:14]2)[cH:2][cH:3][cH:4][cH:5][cH:6]1.